Task: describe an organic reaction: reactants, conditions, products, and yield. Dataset: the Open Reaction Database (ORD), a public repository of structured organic reaction records Starting materials: C(C)(=O)NNC(CC[C@@]1(CCN(C(O1)=O)[C@@H](C)C1=CC=C(C=C1)Br)C1=CC=CC=C1)=O (N′-acetyl-3-((R)-3-((S)-1-(4-bromophenyl)ethyl)-2-oxo-6-phenyl-1,3-oxazinan-6-yl)propanehydrazide), CC[N+](CC)(CC)S(=O)(=O)N=C([O-])OC (Burgess Reagent). The solvent is C1CCOC1 (THF). Product: CC1=NN=C(O1)CCC1(CCNC(O1)=O)C1=CC=CC=C1 (6-(2-(5-methyl-1,3,4-oxadiazol-2-yl)ethyl)-6-phenyl-1,3-oxazinan-2-one). Isolated yield 96.1%. RXN SMILES: [C:1]([NH:4][NH:5][C:6](=[O:31])[CH2:7][CH2:8][C@@:9]1([C:25]2[CH:30]=[CH:29][CH:28]=[CH:27][CH:26]=2)[O:14][C:13](=[O:15])[N:12]([C@H](C2C=CC(Br)=CC=2)C)[CH2:11][CH2:10]1)(=O)[CH3:2].CC[N+](S(N=C(OC)[O-])(=O)=O)(CC)CC>C1COCC1>[CH3:2][C:1]1[O:31][C:6]([CH2:7][CH2:8][C:9]2([C:25]3[CH:26]=[CH:27][CH:28]=[CH:29][CH:30]=3)[O:14][C:13](=[O:15])[NH:12][CH2:11][CH2:10]2)=[N:5][N:4]=1. Procedure: To a solution of N′-acetyl-3-((R)-3-((S)-1-(4-bromophenyl)ethyl)-2-oxo-6-phenyl-1,3-oxazinan-6-yl)propanehydrazide (0.1 g, 0.21 mmol) in THF (2 mL) was added Burgess Reagent (75 mg, 0.315 mmol). The sealed vial was irradiated in the microwave at 100° C. for 15 min. The mixture was extracted with EtOAc (3×30 mL). The combined organic layer was washed with brine (50 mL), dried over Na2SO4, filtered, and concentrated. The residue was purified by preparative TLC to afford (R)-3-(S)-1-(4-bromophenyl)... Reactants: CO (methanol), C(C(=C)C)(=O)OC (methyl methacrylate), C(C(=C)C)(=O)OCC1CO1 (glycidyl methacrylate), 2,2-azobis(methyl 2-methylpropionate). Run in C1(=CC=CC=C1)C (toluene). Run at temperature 80 celsius, time 7 hour. Yields the product C(C(=C)C)(=O)OC.C(C(=C)C)(=O)OCC1CO1 (methyl methacrylate glycidyl methacrylate). Reaction SMILES: [C:1]([O:6][CH3:7])(=[O:5])[C:2]([CH3:4])=[CH2:3].[C:8]([O:13][CH2:14][CH:15]1[O:17][CH2:16]1)(=[O:12])[C:9]([CH3:11])=[CH2:10].CO>C1(C)C=CC=CC=1>[C:1]([O:6][CH3:7])(=[O:5])[C:2]([CH3:4])=[CH2:3].[C:8]([O:13][CH2:14][CH:15]1[O:17][CH2:16]1)(=[O:12])[C:9]([CH3:11])=[CH2:10] |f:4.5|. Reported procedure: To a solution of methyl methacrylate (50.1 g, 0.5 mole) and glycidyl methacrylate (28.4 g, 0.2 mole) in toluene (240 ml), 2,2-azobis(methyl 2-methylpropionate) (0.8 g) was added. Then the mixture was reacted with stirring at 80° C. for 7 hours under nitrogen. After cooling, the reaction mixture was poured into methanol (200 ml) and the polymer was precipitated. The polymer was filtered and dried under reduced pressure to give 77 g of poly(methyl methacrylate/glycidyl methacrylate) as a white pow... Starting materials: COc1cc(CNC(C)=O)c(Br)cc1OCCO, CCO, Cl. Product: COc1cc(CN)c(Br)cc1OCCO, Cl. Reaction SMILES: [Br:2][c:3]1[c:4]([CH2:5][NH:6][C:7](=[O:8])[CH3:9])[cH:10][c:11]([O:18][CH3:19])[c:12]([O:14][CH2:15][CH2:16][OH:17])[cH:13]1.[CH3:20][CH2:21][OH:22].[ClH:1]>>[Br:2][c:3]1[c:4]([CH2:5][NH2:6])[cH:10][c:11]([O:18][CH3:19])[c:12]([O:14][CH2:15][CH2:16][OH:17])[cH:13]1.[ClH:1].